Dataset: the Open Reaction Database (ORD), a public repository of structured organic reaction records. Task: describe an organic reaction: reactants, conditions, products, and yield The reactants are COC(=O)C1CCCC1NCc1ccc(F)c(Cl)c1, CS(=O)(=O)Nc1ccc2c(c1)S(=O)(=O)N=C(CC(=O)O)N2, CN1CCOCC1, CCN=C=NCCCN(C)C, CN(C)C=O, Cl. The product is COC(=O)C1CCCC1N(Cc1ccc(F)c(Cl)c1)C(=O)CC1=NS(=O)(=O)c2cc(NS(C)(=O)=O)ccc2N1. Reaction SMILES: [CH3:1][O:2][C:3](=[O:4])[CH:5]1[CH:6]([NH:10][CH2:11][c:12]2[cH:13][c:14]([Cl:19])[c:15]([F:18])[cH:16][cH:17]2)[CH2:7][CH2:8][CH2:9]1.[CH3:20][S:21](=[O:22])(=[O:23])[NH:24][c:25]1[cH:26][c:27]2[c:28]([cH:39][cH:40]1)[NH:29][C:30]([CH2:35][C:36](=[O:37])[OH:38])=[N:31][S:32]2(=[O:33])=[O:34].[CH3:41][N:42]1[CH2:43][CH2:44][O:45][CH2:46][CH2:47]1.[CH3:49][N:50]([CH3:51])[CH2:52][CH2:53][CH2:54][N:55]=[C:56]=[N:57][CH2:58][CH3:59].[CH3:60][N:61]([CH3:62])[CH:63]=[O:64].[ClH:48]>>[CH3:1][O:2][C:3](=[O:4])[CH:5]1[CH:6]([N:10]([CH2:11][c:12]2[cH:13][c:14]([Cl:19])[c:15]([F:18])[cH:16][cH:17]2)[C:36]([CH2:35][C:30]2=[N:31][S:32](=[O:33])(=[O:34])[c:27]3[cH:26][c:25]([NH:24][S:21]([CH3:20])(=[O:22])=[O:23])[cH:40][cH:39][c:28]3[NH:29]2)=[O:37])[CH2:7][CH2:8][CH2:9]1.